The task is: describe an organic reaction: reactants, conditions, products, and yield. This data is from the Open Reaction Database (ORD), a public repository of structured organic reaction records. The reactants are CC(C)(C)OC(=O)N1CCOC(CO)C1, CCN(C(C)C)C(C)C, ClCCl, OCc1ccn2ncnc(Nc3ccc4c(cnn4Cc4cccc(F)c4)c3)c12, O=S(Cl)Cl. Product: CC(C)(C)OC(=O)N1CCOC(COCc2ccn3ncnc(Nc4ccc5c(cnn5Cc5cccc(F)c5)c4)c23)C1. As a reaction SMILES: [C:34]([CH3:35])([CH3:36])([CH3:37])[O:38][C:39](=[O:40])[N:41]1[CH2:42][CH:43]([CH2:47][OH:48])[O:44][CH2:45][CH2:46]1.[CH:49]([N:50]([CH2:51][CH3:52])[CH:53]([CH3:54])[CH3:55])([CH3:56])[CH3:57].[Cl:58][CH2:59][Cl:60].[F:5][c:6]1[cH:7][c:8]([CH2:9][n:10]2[n:11][cH:12][c:13]3[cH:14][c:15]([NH:19][c:20]4[n:21][cH:22][n:23][n:24]5[c:25]4[c:26]([CH2:29][OH:30])[cH:27][cH:28]5)[cH:16][cH:17][c:18]23)[cH:31][cH:32][cH:33]1.[S:1]([Cl:2])([Cl:3])=[O:4]>>[F:5][c:6]1[cH:7][c:8]([CH2:9][n:10]2[n:11][cH:12][c:13]3[cH:14][c:15]([NH:19][c:20]4[n:21][cH:22][n:23][n:24]5[c:25]4[c:26]([CH2:29][O:30][CH2:47][CH:43]4[CH2:42][N:41]([C:39]([O:38][C:34]([CH3:35])([CH3:36])[CH3:37])=[O:40])[CH2:46][CH2:45][O:44]4)[cH:27][cH:28]5)[cH:16][cH:17][c:18]23)[cH:31][cH:32][cH:33]1. As a reaction SMILES: C(OC([N:8]1[CH2:14][CH2:13][CH2:12][N:11]([C:15]2[N:19]([CH2:20][CH2:21][CH2:22][CH2:23][CH3:24])[C:18]3[CH:25]=[CH:26][CH:27]=[CH:28][C:17]=3[N:16]=2)[CH2:10][CH2:9]1)=O)(C)(C)C.[IH:29]>C(O)C>[IH:29].[IH:29].[N:11]1([C:15]2[N:19]([CH2:20][CH2:21][CH2:22][CH2:23][CH3:24])[C:18]3[CH:25]=[CH:26][CH:27]=[CH:28][C:17]=3[N:16]=2)[CH2:12][CH2:13][CH2:14][NH:8][CH2:9][CH2:10]1 |f:3.4.5|. Reported procedure: Hydrolyze 4-(1-pentyl-1H-benzoimidazol-2-yl)-[1,4]diazepane-1-carboxylic acid tert-butyl ester (0.70 g, 1.81 mmol) by refluxing an ethanol solution of the compound with hydroiodic acid (57%, 5 mL) as described in Example 111 to provide 2-[1,4]diazepan-1-yl-1-pentyl-1H-benzoimidazole dihydroiodide (0.85 g). Reactants: C(C)(C)(C)OC(=O)N1CCN(CCC1)C1=NC2=C(N1CCCCC)C=CC=C2 (4-(1-pentyl-1H-benzoimidazol-2-yl)-[1,4]diazepane-1-carboxylic acid tert-butyl ester), I (hydroiodic acid). Run in C(C)O (ethanol). The product is I.I.N1(CCNCCC1)C1=NC2=C(N1CCCCC)C=CC=C2 (2-[1,4]diazepan-1-yl-1-pentyl-1H-benzoimidazole dihydroiodide). The product is [Si](C)(C)(C(C)(C)C)OCC(CC(C=1SC=C(N1)Cl)C=1NC(=C2C1N(C(N(C2=O)C)=O)C)C2=CC(=CC=C2)F)O (7-(4-((tert-Butyldimethylsilyl)oxy)-1-(4-chlorothiazol-2-yl)-3-hydroxybutyl)-5-(3-fluorophenyl)-1,3-dimethyl-1H-pyrrolo[3,4-d]pyrimidine-2,4(3H,6H)-dione). As a reaction SMILES: [Si:1](Cl)([C:4]([CH3:7])([CH3:6])[CH3:5])([CH3:3])[CH3:2].[Cl:9][C:10]1[N:11]=[C:12]([CH:15]([C:21]2[NH:22][C:23]([C:34]3[CH:39]=[CH:38][CH:37]=[C:36]([F:40])[CH:35]=3)=[C:24]3[C:29](=[O:30])[N:28]([CH3:31])[C:27](=[O:32])[N:26]([CH3:33])[C:25]=23)[CH2:16][CH:17]([OH:20])[CH2:18][OH:19])[S:13][CH:14]=1.N1C=CN=C1>CN(C1C=CN=CC=1)C.CN(C=O)C.CCOC(C)=O>[Si:1]([O:19][CH2:18][CH:17]([OH:20])[CH2:16][CH:15]([C:21]1[NH:22][C:23]([C:34]2[CH:39]=[CH:38][CH:37]=[C:36]([F:40])[CH:35]=2)=[C:24]2[C:29](=[O:30])[N:28]([CH3:31])[C:27](=[O:32])[N:26]([CH3:33])[C:25]=12)[C:12]1[S:13][CH:14]=[C:10]([Cl:9])[N:11]=1)([C:4]([CH3:7])([CH3:6])[CH3:5])([CH3:3])[CH3:2]. The reactants are [Si](C)(C)(C(C)(C)C)Cl (tert-Butyldimethylsilyl chloride), ClC=1N=C(SC1)C(CC(CO)O)C=1NC(=C2C1N(C(N(C2=O)C)=O)C)C2=CC(=CC=C2)F (7-(1-(4-chlorothiazol-2-yl)-3,4-dihydroxybutyl)-5-(3-fluorophenyl)-1,3-dimethyl-1H-pyrrolo[3,4-d]pyrimidine-2,4(3H,6H)-dione), N1C=NC=C1 (imidazole), [Si](C)(C)(C(C)(C)C)Cl (tert-butyldimethylsilyl chloride). The reagents and catalysts are CN(C)C=1C=CN=CC1 (DMAP). Procedure details: tert-Butyldimethylsilyl chloride (309 mg, 2.047 mmol) was added to a solution of 7-(1-(4-chlorothiazol-2-yl)-3,4-dihydroxybutyl)-5-(3-fluorophenyl)-1,3-dimethyl-1H-pyrrolo[3,4-d]pyrimidine-2,4(3H,6H)-dione (817 mg, 1.706 mmol), imidazole (232 mg, 3.41 mmol) and DMAP (20.84 mg, 0.171 mmol) in DMF (15 mL). The mixture was stirred at room temperature for 50 mins. A further portion of tert-butyldimethylsilyl chloride (100 mg, 0.662 mmol) was added and the mixture stirred for a further 1 hour. The re... Run at time 50 minute. Run in CN(C)C=O (DMF), CCOC(=O)C (EtOAc). The reactants are BrC=1C=C(C(=C(C1)C)F)C (5-bromo-2-fluoro-1,3-dimethylbenzene), BrN1C(CCC1=O)=O (N-bromosuccinimide). Reagents/catalysts: C(C1=CC=CC=C1)(=O)OOC(C1=CC=CC=C1)=O (benzoyl peroxide). Run in C(Cl)(Cl)(Cl)Cl (carbon tetrachloride). The product is BrC=1C=C(C(=C(C1)CBr)F)C (5-bromo-1-(bromomethyl)-2-fluoro-3-methylbenzene). Yield: 100.7%. As a reaction SMILES: [Br:1][C:2]1[CH:3]=[C:4]([CH3:10])[C:5]([F:9])=[C:6]([CH3:8])[CH:7]=1.[Br:11]N1C(=O)CCC1=O>C(Cl)(Cl)(Cl)Cl.C(OOC(=O)C1C=CC=CC=1)(=O)C1C=CC=CC=1>[Br:1][C:2]1[CH:7]=[C:6]([CH3:8])[C:5]([F:9])=[C:4]([CH2:10][Br:11])[CH:3]=1. Reported procedure: To a stirred solution of 5-bromo-2-fluoro-1,3-dimethylbenzene (5.0 g, 25 mmol) in carbon tetrachloride (100.0 mL) was added N-bromosuccinimide (4.11 g, 23.1 mmol) and benzoyl peroxide (100.0 mg, 0.017 mmol). The reaction was heated at reflux for 7 hours. The reaction was filtered and the filtrate washed with 2N HCl, saturated aqueous sodium bicarbonate, water and brine. The organic phase was dried over sodium sulfate, filtered and concentrated. The residue was flash chromatographed (5% EtoAc/Hap... Starting materials: C(C)(C)(C)O (t-butanol), C(#N)C1=C(C=C(C=C1)N1C[C@@H](N(C[C@H]1C)C(=O)NC1=CC(=NC=C1)C(=O)O)C)C(F)(F)F ((+/−)-trans-4-{[4-(4-cyano-3-trifluoromethylphenyl)-2,5-dimethylpiperazine-1-carbonyl]amino}pyridine-2-carboxylic acid), C=1C=CC(=CC1)P(=O)(C=2C=CC=CC2)N=[N+]=[N-] (DPPA). Run in C(C)N(CC)CC (triethylamine). Run at time 1 hour. Product: NC1=NC=CC(=C1)NC(=O)N1[C@H](CN([C@@H](C1)C)C1=CC(=C(C=C1)C#N)C(F)(F)F)C ((+/−)-trans-N-(2-Amino-pyridin-4-yl)-4-(4-cyano-3-trifluoromethylphenyl)-2,5-dimethylpiperazine-1-carboxamide). As a reaction SMILES: C(O)(C)(C)C.[C:6]([C:8]1[CH:13]=[CH:12][C:11]([N:14]2[C@H:19]([CH3:20])[CH2:18][N:17]([C:21]([NH:23][C:24]3[CH:29]=[CH:28][N:27]=[C:26](C(O)=O)[CH:25]=3)=[O:22])[C@@H:16]([CH3:33])[CH2:15]2)=[CH:10][C:9]=1[C:34]([F:37])([F:36])[F:35])#[N:7].C1C=CC(P([N:52]=[N+]=[N-])(C2C=CC=CC=2)=O)=CC=1>C(N(CC)CC)C>[NH2:52][C:26]1[CH:25]=[C:24]([NH:23][C:21]([N:17]2[CH2:18][C@@H:19]([CH3:20])[N:14]([C:11]3[CH:12]=[CH:13][C:8]([C:6]#[N:7])=[C:9]([C:34]([F:35])([F:37])[F:36])[CH:10]=3)[CH2:15][C@@H:16]2[CH3:33])=[O:22])[CH:29]=[CH:28][N:27]=1. Reported procedure: A 50 ml portion of t-butanol solution containing 1.38 g of (+/−)-trans-4-{[4-(4-cyano-3-trifluoromethylphenyl)-2,5-dimethylpiperazine-1-carbonyl]amino}pyridine-2-carboxylic acid synthesized in the same manner as described in Example 12-1, 1.5 ml of DPPA and 1.5 ml of triethylamine was heated under reflux for 8 hours, and then the solvent was evaporated under reduced pressure. This was mixed with 30 ml of trifluoroacetic acid and stirred at room temperature for 1 hour, the solvent was evaporated ... The reactants are ClC(B1OC(C(O1)(C)C)(C)C)Cl (2-(dichloromethyl)-4,4,5,5-tetramethyl-1,3,2-dioxaborolane), C(CC)[Mg]Br (propylmagnesium bromide). Solvent: O1CCCC1 (tetrahydrofuran). Run at temperature -78 celsius, time 18 hour. Product: ClC(CCC)B1OC(C(O1)(C)C)(C)C (2-[1(RS)-chlorobutyl]-4,4,5,5-tetramethyl-1,3,2-dioxaborolane). The yield is 73.4%. As a reaction SMILES: [Cl:1][CH:2](Cl)[B:3]1[O:7][C:6]([CH3:9])([CH3:8])[C:5]([CH3:11])([CH3:10])[O:4]1.[CH2:13]([Mg]Br)[CH2:14][CH3:15]>O1CCCC1>[Cl:1][CH:2]([B:3]1[O:7][C:6]([CH3:9])([CH3:8])[C:5]([CH3:11])([CH3:10])[O:4]1)[CH2:13][CH2:14][CH3:15]. Reported procedure: 0.5 g (2.37 mmol) of 2-(dichloromethyl)-4,4,5,5-tetramethyl-1,3,2-dioxaborolane was dissolved in 10 ml of tetrahydrofuran and the solution was cooled under a nitrogen atmosphere to -78° C. 2.4 ml (2.4 mmol) of 1M propylmagnesium bromide were added dropwise and the solution was stirred at room temperature for 18 hours. The solution was partitioned between ethyl acetate, saturated sodium chloride solution and 2M hydrochloric acid solution. The aqueous layer was extracted with ethyl acetate and the... Reactants: O=C([O-])[O-], C1CCNCC1, Fc1cnccc1-c1nc2cc(C(F)(F)F)ccc2o1, [K+], [K+], CN(C)C=O, O. The product is FC(F)(F)c1ccc2oc(-c3ccncc3N3CCCCC3)nc2c1. Reaction SMILES: [C:27](=[O:28])([O-:29])[O-:30].[CH2:21]1[CH2:22][CH2:23][NH:24][CH2:25][CH2:26]1.[F:1][c:2]1[cH:3][n:4][cH:5][cH:6][c:7]1-[c:8]1[o:9][c:10]2[c:11]([n:12]1)[cH:13][c:14]([C:17]([F:18])([F:19])[F:20])[cH:15][cH:16]2.[K+:31].[K+:32].[O:33]=[CH:34][N:35]([CH3:36])[CH3:37].[OH2:38]>>[c:2]1([N:24]2[CH2:23][CH2:22][CH2:21][CH2:26][CH2:25]2)[cH:3][n:4][cH:5][cH:6][c:7]1-[c:8]1[o:9][c:10]2[c:11]([n:12]1)[cH:13][c:14]([C:17]([F:18])([F:19])[F:20])[cH:15][cH:16]2. The reactants are ClC1CCCC2=CC=CC=C12 (1-chlorotetralin), C(C)C1=CC=CC=C1 (ethylbenzene), C1(CC1)C#N (Cyclopropanecarbonitrile), C(C)(C)[N-]C(C)C.[Li+] (lithium diisopropylamide). Solvent: O1CCCC1 (tetrahydrofuran), CN1C(N(CCC1)C)=O (1,3-dimethyl-3,4,5,6-tetrahydro-2(1H)-pyrimidinone), O1CCCC1 (tetrahydrofuran), CCCCCCC (heptane), O1CCCC1 (tetrahydrofuran). Reaction conditions: time 1 hour. Product: C1(CCCC2=CC=CC=C12)C1(CC1)C#N (1-(1,2,3,4-tetrahydronaphth-1-yl)cyclopropanecarbonitrile). Isolated yield 16.5%. As a reaction SMILES: [CH:1]1([C:4]#[N:5])[CH2:3][CH2:2]1.C([N-]C(C)C)(C)C.[Li+].C(C1C=CC=CC=1)C.Cl[CH:23]1[C:32]2[C:27](=[CH:28][CH:29]=[CH:30][CH:31]=2)[CH2:26][CH2:25][CH2:24]1>CCCCCCC.O1CCCC1.CN1CCCN(C)C1=O>[CH:31]1([C:1]2([C:4]#[N:5])[CH2:3][CH2:2]2)[C:32]2[C:27](=[CH:26][CH:25]=[CH:24][CH:23]=2)[CH2:28][CH2:29][CH2:30]1 |f:1.2|. Procedure: Cyclopropanecarbonitrile (17.14 g) was added dropwise to a mixture of lithium diisopropylamide solution (2M in a mixture of heptane, tetrahydrofuran and ethylbenzene; 128 ml), 1,3-dimethyl-3,4,5,6-tetrahydro-2(1H)-pyrimidinone (30 ml) and tetrahydrofuran (240 ml) stirring at -78° C. under nitrogen. Stirring was continued for 1 hour at this temperature then a solution of 1-chlorotetralin (48.4 g) in tetrahydrofuran (50 ml) was added slowly and after a further hour the solution was allowed to warm... Reactants: FC1=C(C=C(C=C1)C=CCO)OC (3-(4-fluoro-3-methoxyphenyl)prop-2-en-1-ol), C(C(=O)[O-])(=O)[O-] (oxalate), [OH-].[K+] (potassium hydroxide), Cl.ClCCCN1CCCC1 (1-(3-chloropropyl)pyrrolidine, hydrochloride). Yields the product FC1=C(C=C(C=C1)/C=C/COCCCN1CCCC1)OC (trans-1-{3-[3-(4-fluoro-3-methoxyphenyl)allyloxy]-propyl}pyrrolidine). Isolated yield 4.1%. RXN SMILES: [F:1][C:2]1[CH:7]=[CH:6][C:5]([CH:8]=[CH:9][CH2:10][OH:11])=[CH:4][C:3]=1[O:12][CH3:13].[OH-].[K+].Cl.Cl[CH2:18][CH2:19][CH2:20][N:21]1[CH2:25][CH2:24][CH2:23][CH2:22]1.C([O-])(=O)C([O-])=O>>[F:1][C:2]1[CH:7]=[CH:6][C:5](/[CH:8]=[CH:9]/[CH2:10][O:11][CH2:18][CH2:19][CH2:20][N:21]2[CH2:25][CH2:24][CH2:23][CH2:22]2)=[CH:4][C:3]=1[O:12][CH3:13] |f:1.2,3.4|. Procedure: Following the procedure described in example 2, but starting from 3-(4-fluoro-3-methoxyphenyl)prop-2-en-1-ol (600 mg), potassium hydroxide (456 mg, 85% wt) and 1-(3-chloropropyl)pyrrolidine, hydrochloride (618 mg) in dimethylsufoxide (5 mL) affords 40 mg of trans-1-{3-[3-(4-fluoro-3-methoxyphenyl)allyloxy]-propyl}pyrrolidine, oxalate as a solid melting at 143-144° C. Starting materials: C1CCOC1, CS(=O)(=O)Cl, CCN(C(C)C)C(C)C, COc1ccc(CN2C(=O)C(CO)CCc3ccccc32)cc1. Product: COc1ccc(CN2C(=O)C(COS(C)(=O)=O)CCc3ccccc32)cc1. Reaction SMILES: [CH2:38]1[O:39][CH2:40][CH2:41][CH2:42]1.[CH3:24][S:25]([Cl:26])(=[O:27])=[O:28].[CH:29]([N:30]([CH2:31][CH3:32])[CH:33]([CH3:34])[CH3:35])([CH3:36])[CH3:37].[OH:1][CH2:2][CH:3]1[CH2:4][CH2:5][c:6]2[c:7]([cH:20][cH:21][cH:22][cH:23]2)[N:8]([CH2:11][c:12]2[cH:13][cH:14][c:15]([O:18][CH3:19])[cH:16][cH:17]2)[C:9]1=[O:10]>>[O:1]([CH2:2][CH:3]1[CH2:4][CH2:5][c:6]2[c:7]([cH:20][cH:21][cH:22][cH:23]2)[N:8]([CH2:11][c:12]2[cH:13][cH:14][c:15]([O:18][CH3:19])[cH:16][cH:17]2)[C:9]1=[O:10])[S:25]([CH3:24])(=[O:27])=[O:28].